From a dataset of the Open Reaction Database (ORD), a public repository of structured organic reaction records. describe an organic reaction: reactants, conditions, products, and yield Starting materials: BrC1=NC(=C(N1CC=C(C)C)C(=O)OC)C=O (methyl 2-bromo-3-(3-methyl-2-buten-1-yl)-5-formyl-3H-imidazole-4-carboxylate), BrC=1N(C(=C(N1)C(=O)OCC)C(=O)OCC)CC#CC (diethyl 2-bromo-1-(but-2-ynyl)-1H-imidazole-4,5-dicarboxylate), [H-].C(C(C)C)[Al+]CC(C)C (diisobutylaluminium hydride). Run in O1CCCC1 (tetrahydrofuran). The product is BrC1=NC(=C(N1CC#CC)C(=O)OCC)C=O (ethyl 2-bromo-3-(but-2-ynyl)-5-formyl-3H-imidazole-4-carboxylate). RXN SMILES: BrC1N(CC=C(C)C)C(C(OC)=O)=C(C=O)N=1.[Br:18][C:19]1[N:20]([CH2:34][C:35]#[C:36][CH3:37])[C:21]([C:29]([O:31][CH2:32][CH3:33])=[O:30])=[C:22]([C:24](OCC)=[O:25])[N:23]=1.[H-].C([Al+]CC(C)C)C(C)C>O1CCCC1>[Br:18][C:19]1[N:20]([CH2:34][C:35]#[C:36][CH3:37])[C:21]([C:29]([O:31][CH2:32][CH3:33])=[O:30])=[C:22]([CH:24]=[O:25])[N:23]=1 |f:2.3|. Procedure details: Prepared analogously to 1c from 20.00 g (58.28 mmol) diethyl 2-bromo-1-(but-2-ynyl)-1H-imidazole-4,5-dicarboxylate with 70 ml (70 mmol) diisobutylaluminium hydride in 300 ml of tetrahydrofuran.